Dataset: the Open Reaction Database (ORD), a public repository of structured organic reaction records. Task: describe an organic reaction: reactants, conditions, products, and yield Reactants: COc1cc2c(Cl)ccnc2cc1OCc1ccccc1, CS(=O)(=O)O, O=S(=O)(O)C(F)(F)F, CSc1ccccc1. The product is COc1cc2c(Cl)ccnc2cc1O. RXN SMILES: [CH2:1]([c:2]1[cH:3][cH:4][cH:5][cH:6][cH:7]1)[O:8][c:9]1[c:10]([O:20][CH3:21])[cH:11][c:12]2[c:13]([Cl:19])[cH:14][cH:15][n:16][c:17]2[cH:18]1.[CH3:30][S:31](=[O:32])(=[O:33])[OH:34].[OH:35][S:36]([C:37]([F:38])([F:39])[F:40])(=[O:41])=[O:42].[c:22]1([S:23][CH3:24])[cH:25][cH:26][cH:27][cH:28][cH:29]1>>[OH:8][c:9]1[c:10]([O:20][CH3:21])[cH:11][c:12]2[c:13]([Cl:19])[cH:14][cH:15][n:16][c:17]2[cH:18]1. Starting materials: ClC=1C=C(C=CC1Cl)C1C(OCC1)=O (3-(3,4-dichlorophenyl)-dihydro-2(3H)-furanone), Br (HBr), ice water. The solvent is CC(=O)O (HOAc). Reaction conditions: time 2 day. Product: BrCCC(C(=O)O)C1=CC(=C(C=C1)Cl)Cl (alpha-(2-bromoethyl)-3,4-dichlorophenylacetic acid). As a reaction SMILES: [Cl:1][C:2]1[CH:3]=[C:4]([CH:9]2[CH2:13][CH2:12][O:11][C:10]2=[O:14])[CH:5]=[CH:6][C:7]=1[Cl:8].[BrH:15]>CC(O)=O>[Br:15][CH2:12][CH2:13][CH:9]([C:4]1[CH:5]=[CH:6][C:7]([Cl:8])=[C:2]([Cl:1])[CH:3]=1)[C:10]([OH:11])=[O:14]. Reported procedure: Treat the product of Step 1 (21.25 g, 91.96 mmoles) at room temperature with 130 ml. of HOAc saturated with HBr gas. Stir at room temperature for 2 days, then pour into 800 ml. of ice-water with stirring. Store the resultant gum in a freezer for two days, then decant the liquid from the solidified gum. Triturate the solid, filter, wash with water and air dry. Yield: 26.2 g (m.p.=80°-81° C.). Reactants: F[B-](F)(F)F, CCO, Cc1cc(C(=O)O)ccc1C(=O)N1CCCC1, CCN(C(C)C)C(C)C, NC(=O)NCCCCC(N)c1nc2cc(Cl)ccc2[nH]1, Cl, ClCCl, C1CCOC1, CN(C)C(On1nnc2ccccc21)=[N+](C)C. Product: Cc1cc(C(=O)NC(CCCCNC(N)=O)c2nc3cc(Cl)ccc3[nH]2)ccc1C(=O)N1CCCC1. As a reaction SMILES: [B-:18]([F:19])([F:20])([F:21])[F:22].[CH2:75]([OH:76])[CH3:77].[CH3:1][c:2]1[cH:3][c:4]([C:5](=[O:6])[OH:7])[cH:8][cH:9][c:10]1[C:11](=[O:12])[N:13]1[CH2:14][CH2:15][CH2:16][CH2:17]1.[CH:40]([N:41]([CH:42]([CH3:43])[CH3:44])[CH2:45][CH3:46])([CH3:47])[CH3:48].[Cl:49][c:50]1[cH:51][c:52]2[c:53]([nH:54][c:55]([CH:57]([CH2:58][CH2:59][CH2:60][CH2:61][NH:62][C:63](=[O:64])[NH2:65])[NH2:66])[n:56]2)[cH:67][cH:68]1.[Cl:69].[Cl:78][CH2:79][Cl:80].[O:70]1[CH2:71][CH2:72][CH2:73][CH2:74]1.[n:23]1([O:24][C:25]([N:26]([CH3:27])[CH3:28])=[N+:29]([CH3:30])[CH3:31])[c:32]2[cH:33][cH:34][cH:35][cH:36][c:37]2[n:38][n:39]1>>[CH3:1][c:2]1[cH:3][c:4]([C:5](=[O:7])[NH:66][CH:57]([c:55]2[nH:54][c:53]3[c:52]([cH:51][c:50]([Cl:49])[cH:68][cH:67]3)[n:56]2)[CH2:58][CH2:59][CH2:60][CH2:61][NH:62][C:63](=[O:64])[NH2:65])[cH:8][cH:9][c:10]1[C:11](=[O:12])[N:13]1[CH2:14][CH2:15][CH2:16][CH2:17]1. Run at time 1 hour. The reagents and catalysts are C=1C=CC(=CC1)[P](C=2C=CC=CC2)(C=3C=CC=CC3)[Pd]([P](C=4C=CC=CC4)(C=5C=CC=CC5)C=6C=CC=CC6)([P](C=7C=CC=CC7)(C=8C=CC=CC8)C=9C=CC=CC9)[P](C=1C=CC=CC1)(C=1C=CC=CC1)C=1C=CC=CC1 (Pd(PPh3)4). The reactants are OC(C[C@@]1(CCN(C(O1)=O)[C@@H](C)C1=CC=C(C=C1)B1OC(C(O1)(C)C)(C)C)C1=CC=CC=C1)(C)C ((S)-6-(2-hydroxy-2-methylpropyl)-6-phenyl-3-{(S)-1-[4-(4,4,5,5-tetramethyl-1,3,2-dioxaborolan-2-yl)phenyl]ethyl}-1,3-oxazinan-2-one), BrC1=CC(N(C=C1)C1COC1)=O (4-bromo-1-(oxetan-3-yl)pyridin-2(1H)-one), C(=O)(O)[O-].[Na+] (NaHCO3). RXN SMILES: Br[C:2]1[CH:7]=[CH:6][N:5]([CH:8]2[CH2:11][O:10][CH2:9]2)[C:4](=[O:12])[CH:3]=1.[OH:13][C:14]([CH3:47])([CH3:46])[CH2:15][C@@:16]1([C:40]2[CH:45]=[CH:44][CH:43]=[CH:42][CH:41]=2)[O:21][C:20](=[O:22])[N:19]([C@H:23]([C:25]2[CH:30]=[CH:29][C:28](B3OC(C)(C)C(C)(C)O3)=[CH:27][CH:26]=2)[CH3:24])[CH2:18][CH2:17]1.C([O-])(O)=O.[Na+]>COCCOC.C(O)C.C1C=CC([P]([Pd]([P](C2C=CC=CC=2)(C2C=CC=CC=2)C2C=CC=CC=2)([P](C2C=CC=CC=2)(C2C=CC=CC=2)C2C=CC=CC=2)[P](C2C=CC=CC=2)(C2C=CC=CC=2)C2C=CC=CC=2)(C2C=CC=CC=2)C2C=CC=CC=2)=CC=1>[OH:13][C:14]([CH3:46])([CH3:47])[CH2:15][C@@:16]1([C:40]2[CH:45]=[CH:44][CH:43]=[CH:42][CH:41]=2)[O:21][C:20](=[O:22])[N:19]([C@H:23]([C:25]2[CH:26]=[CH:27][C:28]([C:2]3[CH:7]=[CH:6][N:5]([CH:8]4[CH2:11][O:10][CH2:9]4)[C:4](=[O:12])[CH:3]=3)=[CH:29][CH:30]=2)[CH3:24])[CH2:18][CH2:17]1 |f:2.3,^1:65,67,86,105|. Product: OC(C[C@@]1(CCN(C(O1)=O)[C@@H](C)C1=CC=C(C=C1)C1=CC(N(C=C1)C1COC1)=O)C1=CC=CC=C1)(C)C ((S)-6-(2-hydroxy-2-methylpropyl)-3-((S)-1-{4-[1-(oxetan-3-yl)-2-oxo-1,2-dihydropyridin-4-yl]phenyl}ethyl)-6-phenyl-1,3-oxazinan-2-one). Procedure details: Pd(PPh3)4 (10 mg) was added to a solution of 4-bromo-1-(oxetan-3-yl)pyridin-2(1H)-one (14 mg) in 1,2-dimethoxyethane (6 mL) under nitrogen. The formed mixture was stirred at room temperature for 1 h prior to the addition of (S)-6-(2-hydroxy-2-methylpropyl)-6-phenyl-3-{(S)-1-[4-(4,4,5,5-tetramethyl-1,3,2-dioxaborolan-2-yl)phenyl]ethyl}-1,3-oxazinan-2-one (24 mg) in ethanol (2 mL) followed by saturated aqueous NaHCO3 solution (2 mL). The mixture was stirred at 100° C. for 2 h. After cooling to roo... Run in C(C)O (ethanol), COCCOC (1,2-dimethoxyethane). The reactants are O=C1CCC(N2C(=O)c3cccc(OCc4ccc(CBr)cc4)c3C2=O)C(=O)N1, CCN(C(C)C)C(C)C, ClCCl, Cl, FC(F)(F)CN1CCNCC1, O. The product is O=C1CCC(N2C(=O)c3cccc(OCc4ccc(CN5CCN(CC(F)(F)F)CC5)cc4)c3C2=O)C(=O)N1. RXN SMILES: [Br:4][CH2:5][c:6]1[cH:7][cH:8][c:9]([CH2:10][O:11][c:12]2[c:13]3[c:17]([cH:18][cH:19][cH:20]2)[C:16](=[O:21])[N:15]([CH:22]2[C:23](=[O:29])[NH:24][C:25](=[O:28])[CH2:26][CH2:27]2)[C:14]3=[O:30])[cH:31][cH:32]1.[CH2:45]([N:46]([CH:47]([CH3:48])[CH3:49])[CH:50]([CH3:51])[CH3:52])[CH3:53].[Cl:1][CH2:2][Cl:3].[ClH:33].[F:34][C:35]([CH2:36][N:37]1[CH2:38][CH2:39][NH:40][CH2:41][CH2:42]1)([F:43])[F:44].[OH2:54]>>[CH2:5]([c:6]1[cH:7][cH:8][c:9]([CH2:10][O:11][c:12]2[c:13]3[c:17]([cH:18][cH:19][cH:20]2)[C:16](=[O:21])[N:15]([CH:22]2[C:23](=[O:29])[NH:24][C:25](=[O:28])[CH2:26][CH2:27]2)[C:14]3=[O:30])[cH:31][cH:32]1)[N:40]1[CH2:39][CH2:38][N:37]([CH2:36][C:35]([F:34])([F:43])[F:44])[CH2:42][CH2:41]1. Reactants: CCO, N, CC(=O)Nc1ccc2oc(-c3ccc4c(c3)OCO4)c(O)c(=O)c2c1, O, O=S(=O)(O)O. The product is Nc1ccc2oc(-c3ccc4c(c3)OCO4)c(O)c(=O)c2c1. Reaction SMILES: [CH3:33][CH2:34][OH:35].[NH3:32].[O:1]1[CH2:2][O:3][c:4]2[c:5]1[cH:6][cH:7][c:8](-[c:10]1[o:11][c:12]3[cH:13][cH:14][c:15]([NH:22][C:23](=[O:24])[CH3:25])[cH:16][c:17]3[c:18](=[O:21])[c:19]1[OH:20])[cH:9]2.[OH2:31].[S:26](=[O:27])(=[O:28])([OH:29])[OH:30]>>[O:1]1[CH2:2][O:3][c:4]2[c:5]1[cH:6][cH:7][c:8](-[c:10]1[o:11][c:12]3[cH:13][cH:14][c:15]([NH2:22])[cH:16][c:17]3[c:18](=[O:21])[c:19]1[OH:20])[cH:9]2. The reactants are NC=1C=CC(=C(C1)C1=CC=C(C=C1)C(=O)NCC1CC1)C (5′-Amino-N-(cyclopropylmethyl)-2′-methyl-1,1′-biphenyl-4-carboxamide), BrC=1C=NC=C(C(=O)O)C1 (5-bromonicotinic acid), resin. The solvent is C1CCOC1 (THF). Conditions: time 5 minute. Yields the product BrC=1C=NC=C(C(=O)NC=2C=C(C(=CC2)C)C2=CC=C(C=C2)C(=O)NCC2CC2)C1 (5-bromo-N-(4′-{[(cyclopropylmethyl)amino]carbonyl}-6-methyl1,1′-biphenyl-3-yl)nicotinamide). Isolated yield 885.3%. Reaction SMILES: [NH2:1][C:2]1[CH:3]=[CH:4][C:5]([CH3:21])=[C:6]([C:8]2[CH:13]=[CH:12][C:11]([C:14]([NH:16][CH2:17][CH:18]3[CH2:20][CH2:19]3)=[O:15])=[CH:10][CH:9]=2)[CH:7]=1.[Br:22][C:23]1[CH:24]=[N:25][CH:26]=[C:27]([CH:31]=1)[C:28](O)=[O:29]>C1COCC1>[Br:22][C:23]1[CH:24]=[N:25][CH:26]=[C:27]([CH:31]=1)[C:28]([NH:1][C:2]1[CH:7]=[C:6]([C:8]2[CH:13]=[CH:12][C:11]([C:14]([NH:16][CH2:17][CH:18]3[CH2:20][CH2:19]3)=[O:15])=[CH:10][CH:9]=2)[C:5]([CH3:21])=[CH:4][CH:3]=1)=[O:29]. Procedure: 5′-Amino-N-(cyclopropylmethyl)-2′-methyl-1,1′-biphenyl-4-carboxamide (26.4 mg, 0.009 mmol) and 5-bromonicotinic acid (38 mg, 0.18 mmol) were mixed in THF (2 ml) and the mixture shaken in a varian tube for 5 min at room temperature. Carbodiimde resin (250 mg, 0.27 mmol) was added and shaking continued for 72 h. The solution was filtered off and concentrated under vacuum. The residue was chromatographed on a silica gel flash column eluting with ethyl acetate/hexane (1:2 then 1:1) and the solvent e... The reactants are C(=O)OCCCN1C(N(C2=C(C1=O)C(=C(C=N2)OC2=C(C=CC=C2)C(C)C)CC2=CC=C(C=C2)F)C)=O (3-(5-(4-fluorobenzyl)-6-(2-isopropylphenoxy)-1-methyl-2,4-dioxo-1,2-dihydro pyrido[2,3-d]pyrimidin-3(4H)-yl)propyl formate), O[Li].O (LiOH.H2O). Run in C1CCOC1 (THF), O (water), CC(OCC)=O (EA), O (water). Conditions: time 15 minute. The product is FC1=CC=C(CC2=C(C=NC=3N(C(N(C(C32)=O)CCCO)=O)C)OC3=C(C=CC=C3)C(C)C)C=C1 (5-(4-fluorobenzyl)-3-(3-hydroxypropyl)-6-(2-isopropylphenoxy)-1-methylpyrido[2,3-d]pyrimidine-2,4(1H,3H)-dione). Yield: 85.3%. As a reaction SMILES: C([O:3][CH2:4][CH2:5][CH2:6][N:7]1[C:12](=[O:13])[C:11]2[C:14]([CH2:28][C:29]3[CH:34]=[CH:33][C:32]([F:35])=[CH:31][CH:30]=3)=[C:15]([O:18][C:19]3[CH:24]=[CH:23][CH:22]=[CH:21][C:20]=3[CH:25]([CH3:27])[CH3:26])[CH:16]=[N:17][C:10]=2[N:9]([CH3:36])[C:8]1=[O:37])=O.O[Li].O>C1COCC1.O.CC(=O)OCC>[F:35][C:32]1[CH:31]=[CH:30][C:29]([CH2:28][C:14]2[C:11]3[C:12](=[O:13])[N:7]([CH2:6][CH2:5][CH2:4][OH:3])[C:8](=[O:37])[N:9]([CH3:36])[C:10]=3[N:17]=[CH:16][C:15]=2[O:18][C:19]2[CH:24]=[CH:23][CH:22]=[CH:21][C:20]=2[CH:25]([CH3:26])[CH3:27])=[CH:34][CH:33]=1 |f:1.2|. Procedure: To a solution of 3-(5-(4-fluorobenzyl)-6-(2-isopropylphenoxy)-1-methyl-2,4-dioxo-1,2-dihydro pyrido[2,3-d]pyrimidin-3(4H)-yl)propyl formate (68 mg, 0.135 mmol) in THF (1 ml) and water (1 mL) was added LiOH.H2O (14 mg, 0.33 mmol). The reaction was stirred at RT for 15 min then diluted with EA (10 mL) and water (10 mL). The organic layer was dried over Na2SO4 and concentrated to a residue which was purified by Prep HPLC to give 5-(4-fluorobenzyl)-3-(3-hydroxypropyl)-6-(2-isopropylphenoxy)-1-methyl...